Dataset: the Open Reaction Database (ORD), a public repository of structured organic reaction records. Task: describe an organic reaction: reactants, conditions, products, and yield Starting materials: CCO, Cl, O=C1CCC(N2C(=O)c3ccccc3C2=O)c2sccc21. The product is NC1CCC(=O)c2ccsc21. RXN SMILES: [CH3:23][CH2:24][OH:25].[ClH:22].[O:1]=[C:2]1[CH2:3][CH2:4][CH:5]([N:11]2[C:12](=[O:13])[c:14]3[cH:15][cH:16][cH:17][cH:18][c:19]3[C:20]2=[O:21])[c:6]2[s:7][cH:8][cH:9][c:10]21>>[O:1]=[C:2]1[CH2:3][CH2:4][CH:5]([NH2:11])[c:6]2[s:7][cH:8][cH:9][c:10]21. Conditions: time 2 hour. Reactants: BrC1=C(C=CC=C1)C(=O)N=C=S (2-bromo-1-benzenecarbonyl isothiocyanate), BrC1=C(C=CC=C1)C(=O)Cl (2-bromo-1-benzenecarbonyl chloride), ClC=1C=C(N)C=CC1OC1=CC=NC2=CC(=C(C=C12)OC)OC (3-Chloro-4-[(6,7-dimethoxy-4-quinolyl)oxy]aniline). Reported procedure: 2-Bromo-1-benzenecarbonyl isothiocyanate was prepared using commercially available 2-bromo-1-benzenecarbonyl chloride (80 mg) as a starting compound according to the description of the literature. 3-Chloro-4-[(6,7-dimethoxy-4-quinolyl)oxy]aniline (50 mg) was dissolved in toluene (5 ml) and ethanol (1 ml) to prepare a solution. A solution of 2-bromo-1-benzenecarbonyl isothiocyanate in ethanol (1 ml) was then added to the solution, and the mixture was stirred at room temperature for 2 hr. The reac... Reaction SMILES: BrC1C=CC=CC=1C(Cl)=O.[Cl:11][C:12]1[CH:13]=[C:14]([CH:16]=[CH:17][C:18]=1[O:19][C:20]1[C:29]2[C:24](=[CH:25][C:26]([O:32][CH3:33])=[C:27]([O:30][CH3:31])[CH:28]=2)[N:23]=[CH:22][CH:21]=1)[NH2:15].[Br:34][C:35]1[CH:40]=[CH:39][CH:38]=[CH:37][C:36]=1[C:41]([N:43]=[C:44]=[S:45])=[O:42]>C1(C)C=CC=CC=1.C(O)C>[Br:34][C:35]1[CH:40]=[CH:39][CH:38]=[CH:37][C:36]=1[C:41]([N:43]=[C:44]=[S:45])=[O:42].[Br:34][C:35]1[CH:40]=[CH:39][CH:38]=[CH:37][C:36]=1[C:41]([NH:43][C:44]([NH:15][C:14]1[CH:16]=[CH:17][C:18]([O:19][C:20]2[C:29]3[C:24](=[CH:25][C:26]([O:32][CH3:33])=[C:27]([O:30][CH3:31])[CH:28]=3)[N:23]=[CH:22][CH:21]=2)=[C:12]([Cl:11])[CH:13]=1)=[S:45])=[O:42]. The yield is 70.0%. Solvent: C(C)O (ethanol), C(C)O (ethanol), C1(=CC=CC=C1)C (toluene). Yields the product BrC1=C(C=CC=C1)C(=O)N=C=S (2-Bromo-1-benzenecarbonyl isothiocyanate), BrC1=C(C(=O)NC(=S)NC2=CC(=C(C=C2)OC2=CC=NC3=CC(=C(C=C23)OC)OC)Cl)C=CC=C1 (N-(2-Bromobenzoyl)-N′-{3-chloro-4-[(6,7-dimethoxy-4-quinolyl)oxy]phenyl}thiourea). The reactants are C(C)(=O)OCCC1=CC(=C(C=C1)O)C(C)=O (2-(3-acetyl-4-hydroxyphenyl)ethyl acetate), C([O-])(O)=O.[Na+] (sodium bicarbonate). Run in C(C)O (ethanol), O (water). The product is C(C)(=O)C=1C=C(CCO)C=CC1O (3-Acetyl-4-hydroxyphenethyl alcohol). The yield is 108.1%. RXN SMILES: C([O:4][CH2:5][CH2:6][C:7]1[CH:12]=[CH:11][C:10]([OH:13])=[C:9]([C:14](=[O:16])[CH3:15])[CH:8]=1)(=O)C.C(=O)(O)[O-].[Na+]>C(O)C.O>[C:14]([C:9]1[CH:8]=[C:7]([CH:12]=[CH:11][C:10]=1[OH:13])[CH2:6][CH2:5][OH:4])(=[O:16])[CH3:15] |f:1.2|. Procedure: A solution of 2-(3-acetyl-4-hydroxyphenyl)ethyl acetate (35.7 g) in ethanol (400 ml), and sodium bicarbonate (42 g) in water (200 mls) was refluxed for 81/2 hours. The ethanol was removed on a `Rotavapor` and the residue was extracted with ether (3x). The combined ethereal extracts were washed with water, sodium bicarbonate solution, saturated brine solution, dried over anhydrous magnesium sulphate, and evaporated to yield a red oil (31.3 g). The oil was recrystallised from hexane and ether (4:1... The reactants are ClCCl, Cc1ccccc1, O=C(Cl)C(=O)Cl, NC(=O)c1ccccc1Cl, Nc1cc(Cl)c2c(c1)C(F)(F)C(F)(F)S2. Yields the product O=C(NC(=O)c1ccccc1Cl)Nc1cc(Cl)c2c(c1)C(F)(F)C(F)(F)S2. RXN SMILES: [CH2:32]([Cl:33])[Cl:34].[CH3:35][c:36]1[cH:37][cH:38][cH:39][cH:40][cH:41]1.[Cl:11][C:12](=[O:13])[C:14]([Cl:15])=[O:16].[Cl:1][c:2]1[c:3]([C:4](=[O:5])[NH2:6])[cH:7][cH:8][cH:9][cH:10]1.[NH2:17][c:18]1[cH:19][c:20]([Cl:31])[c:21]2[c:22]([cH:30]1)[C:23]([F:28])([F:29])[C:24]([F:26])([F:27])[S:25]2>>[Cl:1][c:2]1[c:3]([C:4](=[O:5])[NH:6][C:12](=[O:13])[NH:17][c:18]2[cH:19][c:20]([Cl:31])[c:21]3[c:22]([cH:30]2)[C:23]([F:28])([F:29])[C:24]([F:26])([F:27])[S:25]3)[cH:7][cH:8][cH:9][cH:10]1.